This data is from the Open Reaction Database (ORD), a public repository of structured organic reaction records. The task is: describe an organic reaction: reactants, conditions, products, and yield Reactants: product A6, ClC=1C=NC=C(C1N1CCNCC1)Cl (1-(3,5-Dichloropyridin-4-yl)piperazine), Cl.COC1=CC=C(C=2CC(OC21)(C)C)C2=NN(C([C@@H]1CC=CC[C@H]21)=O)C2=CC=C(C=C2)C(=O)N2CCN(CC2)C\C=C\C2=CC=CC=C2 ((4aS,8aR)-4-(7-methoxy-2,2-dimethyl-2,3-dihydro-benzofuran-4-yl)-2-(4-{1-[4-((E)-3-phenyl-allyl)-piperazin-1-yl]-methanoyl}-phenyl)-4a,5,8,8a-tetrahydro-2H-phthalazin-1-one hydrochloride). Yields the product ClC=1C=NC=C(C1N1CCN(CC1)C(=O)C1=CC=C(C=C1)N1C([C@@H]2CC=CC[C@@H]2C(=N1)C1=CC(=C(C=C1)OC)OC)=O)Cl ((4aS,8aR)-2-(4-{1-[4-(3,5-Dichloropyridin-4-yl)-piperazin-1-yl]-methanoyl}-phenyl)-4-(3,4-dimethoxyphenyl)-4a,5,8,8a-tetrahydro-2H-phthalazin-1-one). Reaction SMILES: [Cl:1][C:2]1[CH:3]=[N:4][CH:5]=[C:6]([Cl:14])[C:7]=1[N:8]1[CH2:13][CH2:12][NH:11][CH2:10][CH2:9]1.Cl.[CH3:16][O:17][C:18]1[C:26]2[O:25][C:24](C)(C)C[C:22]=2[C:21]([C:29]2[C@@H:38]3[C@@H:33]([CH2:34][CH:35]=[CH:36][CH2:37]3)[C:32](=[O:39])[N:31]([C:40]3[CH:45]=[CH:44][C:43]([C:46](N4CCN(C/C=C/C5C=CC=CC=5)CC4)=[O:47])=[CH:42][CH:41]=3)[N:30]=2)=[CH:20][CH:19]=1>>[Cl:1][C:2]1[CH:3]=[N:4][CH:5]=[C:6]([Cl:14])[C:7]=1[N:8]1[CH2:13][CH2:12][N:11]([C:46]([C:43]2[CH:44]=[CH:45][C:40]([N:31]3[N:30]=[C:29]([C:21]4[CH:20]=[CH:19][C:18]([O:17][CH3:16])=[C:26]([O:25][CH3:24])[CH:22]=4)[C@@H:38]4[C@@H:33]([CH2:34][CH:35]=[CH:36][CH2:37]4)[C:32]3=[O:39])=[CH:41][CH:42]=2)=[O:47])[CH2:10][CH2:9]1 |f:1.2|. Procedure: Prepared from intermediate product A6 and 1-(3,5-Dichloropyridin-4-yl)piperazine as described for compound 8. Crystallised as the free base from methanol. M.p. 137–139° C.